Dataset: the Open Reaction Database (ORD), a public repository of structured organic reaction records. Task: describe an organic reaction: reactants, conditions, products, and yield The reactants are CC#N, CCCI, ON=C(CCc1cccnc1)c1ccccc1. Product: [I-], CCC[n+]1cccc(CCC(=NO)c2ccccc2)c1. As a reaction SMILES: [CH3:22][C:23]#[N:24].[I:18][CH2:19][CH2:20][CH3:21].[n:1]1[cH:2][c:3]([CH2:7][CH2:8][C:9](=[N:10][OH:11])[c:12]2[cH:13][cH:14][cH:15][cH:16][cH:17]2)[cH:4][cH:5][cH:6]1>>[I-:18].[n+:1]1([CH2:19][CH2:20][CH3:21])[cH:2][c:3]([CH2:7][CH2:8][C:9](=[N:10][OH:11])[c:12]2[cH:13][cH:14][cH:15][cH:16][cH:17]2)[cH:4][cH:5][cH:6]1. Reactants: O=C([O-])[O-], C[Si](C)(C)C#Cc1ccc2cnccc2c1, CO, CCOC(C)=O, [K+], [K+], O. Yields the product C#Cc1ccc2cnccc2c1. As a reaction SMILES: [C:17](=[O:18])([O-:19])[O-:20].[CH3:1][Si:2]([C:3]#[C:4][c:5]1[cH:6][c:7]2[cH:8][cH:9][n:10][cH:11][c:12]2[cH:13][cH:14]1)([CH3:15])[CH3:16].[CH3:23][OH:24].[CH3:25][CH2:26][O:27][C:28]([CH3:29])=[O:30].[K+:21].[K+:22].[OH2:31]>>[CH:3]#[C:4][c:5]1[cH:6][c:7]2[cH:8][cH:9][n:10][cH:11][c:12]2[cH:13][cH:14]1. Reactants: C1CCOC1, CO, CCOC(=O)c1ccc(NC(=O)C=Cc2ccc3ccccc3c2)cc1. Yields the product CCOC(=O)c1ccc(NC(=O)CCc2ccc3ccccc3c2)cc1. RXN SMILES: [CH2:27]1[O:28][CH2:29][CH2:30][CH2:31]1.[CH3:32][OH:33].[cH:1]1[c:2]([CH:11]=[CH:12][C:13](=[O:14])[NH:15][c:16]2[cH:17][cH:18][c:19]([C:20](=[O:21])[O:22][CH2:23][CH3:24])[cH:25][cH:26]2)[cH:3][cH:4][c:5]2[cH:6][cH:7][cH:8][cH:9][c:10]12>>[cH:1]1[c:2]([CH2:11][CH2:12][C:13](=[O:14])[NH:15][c:16]2[cH:17][cH:18][c:19]([C:20](=[O:21])[O:22][CH2:23][CH3:24])[cH:25][cH:26]2)[cH:3][cH:4][c:5]2[cH:6][cH:7][cH:8][cH:9][c:10]12. The reactants are C(C)OC1=C(C(=O)OCC)C=CC(=C1)CC(=O)NC(C1=C(C=CC=C1)N1CCCCC1)C(=O)OCC (Ethyl 2-ethoxy-4-[N-(α-ethoxycarbonyl-2-piperidinobenzyl)-aminocarbonylmethyl]-benzoate), [OH-].[Na+] (sodium hydroxide), Cl (hydrochloric acid). Run in C(C)O (ethanol). The product is C(C)OC1=C(C(=O)O)C=CC(=C1)CC(=O)NC(C1=C(C=CC=C1)N1CCCCC1)C(=O)O (2-Ethoxy-4-[N-(α-carboxy-2-piperidino-benzyl)-aminocarbonylmethyl]-benzoic acid). RXN SMILES: [CH2:1]([O:3][C:4]1[CH:14]=[C:13]([CH2:15][C:16]([NH:18][CH:19]([C:32]([O:34]CC)=[O:33])[C:20]2[CH:25]=[CH:24][CH:23]=[CH:22][C:21]=2[N:26]2[CH2:31][CH2:30][CH2:29][CH2:28][CH2:27]2)=[O:17])[CH:12]=[CH:11][C:5]=1[C:6]([O:8]CC)=[O:7])[CH3:2].[OH-].[Na+].Cl>C(O)C>[CH2:1]([O:3][C:4]1[CH:14]=[C:13]([CH2:15][C:16]([NH:18][CH:19]([C:32]([OH:34])=[O:33])[C:20]2[CH:25]=[CH:24][CH:23]=[CH:22][C:21]=2[N:26]2[CH2:31][CH2:30][CH2:29][CH2:28][CH2:27]2)=[O:17])[CH:12]=[CH:11][C:5]=1[C:6]([OH:8])=[O:7])[CH3:2] |f:1.2|. Procedure details: Ethyl 2-ethoxy-4-[N-(α-ethoxycarbonyl-2-piperidinobenzyl)-aminocarbonylmethyl]-benzoate (0.45 g, 0.9 mmol) in ethanol (5 ml) is stirred together with 1N sodium hydroxide solution (2.7 ml) for 2 hours at 50° C. Then 1N hydrochloric acid (2.7 ml) is added and the mixture is concentrated by evaporation in vacuo. The evaporation residue is partitioned between water and chloroform. The combined chloroform extracts are shaken once with water, then the organic phase is dried, filtered and evaporated do... Reactants: CCCCCC.CC(OCC)=O (hexane EA), C1(=CC=CC=C1)P(=O)(C1=CC=CC=C1)N=[N+]=[N-] (diphenyiphosphoryl azide), ClC1=NC2=CC(=CC=C2C=C1C(=O)O)C(F)(F)F (2-chloro-7-(trifluoromethyl)quinoline-3-carboxylic acid). Run in C1=CC=CC=C1 (benzene). Run at temperature 90 celsius, time 1 hour. Yields the product ClC1=NC2=CC(=CC=C2C=C1N)C(F)(F)F (2-chloro-7-(trifluoromethyl)quinolin-3-amine). The yield is 26.0%. Reaction SMILES: C1(P([N:15]=[N+]=[N-])(C2C=CC=CC=2)=O)C=CC=CC=1.[Cl:18][C:19]1[C:28](C(O)=O)=[CH:27][C:26]2[C:21](=[CH:22][C:23]([C:32]([F:35])([F:34])[F:33])=[CH:24][CH:25]=2)[N:20]=1.CCCCCC.CC(=O)OCC>C1C=CC=CC=1>[Cl:18][C:19]1[C:28]([NH2:15])=[CH:27][C:26]2[C:21](=[CH:22][C:23]([C:32]([F:35])([F:34])[F:33])=[CH:24][CH:25]=2)[N:20]=1 |f:2.3|. Reported procedure: 20.6 g (75 mmol) of diphenyiphosphoryl azide were added at RT to a solution of 1.4 g (5 mmol) of 2-chloro-7-(trifluoromethyl)quinoline-3-carboxylic acid in benzene (500 ml), and the mixture was then heated for 5 h at 90° C. Concentration in vacuo was then carried out and the residue was taken up in THF (80 ml). 4N aq. LiOH soln. (30 ml) was added to this solution, and stirring was carried out for 1 h at RT. Dilution with water and extraction with EA were then carried out. The organic phase was w...